describe an organic reaction: reactants, conditions, products, and yield From a dataset of the Open Reaction Database (ORD), a public repository of structured organic reaction records. Reactants: CCOC(C)=O, [Fe], C=CC(=O)Nc1ccc([N+](=O)[O-])cc1, [Na+], [OH-], O. The product is C=CC(=O)Nc1ccc(N)cc1. RXN SMILES: [CH3:17][CH2:18][O:19][C:20]([CH3:21])=[O:22].[Fe:24].[N+:1]([O-:2])(=[O:3])[c:4]1[cH:5][cH:6][c:7]([NH:10][C:11]([CH:12]=[CH2:13])=[O:14])[cH:8][cH:9]1.[Na+:16].[OH-:15].[OH2:23]>>[NH2:1][c:4]1[cH:5][cH:6][c:7]([NH:10][C:11]([CH:12]=[CH2:13])=[O:14])[cH:8][cH:9]1.